Dataset: the Open Reaction Database (ORD), a public repository of structured organic reaction records. Task: describe an organic reaction: reactants, conditions, products, and yield Starting materials: C(C)(=O)C1=NC=CC=C1 (2-acetylpyridine), N1CCCCC1 (piperidine), C=O (paraformaldehyde). Solvent: O1CCOCC1 (dioxane). The product is N1(CCCCC1)CCC(=O)C1=NC=CC=C1 (2-piperidinoethyl-2-pyridylketone). RXN SMILES: [C:1]([C:4]1[CH:9]=[CH:8][CH:7]=[CH:6][N:5]=1)(=[O:3])[CH3:2].[NH:10]1[CH2:15][CH2:14][CH2:13][CH2:12][CH2:11]1.[CH2:16]=O>O1CCOCC1>[N:10]1([CH2:16][CH2:2][C:1]([C:4]2[CH:9]=[CH:8][CH:7]=[CH:6][N:5]=2)=[O:3])[CH2:15][CH2:14][CH2:13][CH2:12][CH2:11]1. Procedure details: 2-acetylpyridine (121 mg), piperidine (65 mg), and paraformaldehyde (36 mg) were reacted in dioxane (0.2 ml) at 150° C. for 2 hours. Starting materials: [H-].[Na+] (Sodium hydride), O (water), CCOC(=O)CO (ethyl glycollate), BrCCCCBr (1,4-Dibromobutane). Solvent: COCCOC (1,2-dimethoxyethane), CCOCC (ether). Yields the product BrCCCCOCC(=O)OCC (Ethyl 4-Bromobutoxyacetate). As a reaction SMILES: [H-].[Na+].[CH3:3][CH2:4][O:5][C:6]([CH2:8][OH:9])=[O:7].[Br:10][CH2:11][CH2:12][CH2:13][CH2:14]Br.O>COCCOC.CCOCC>[Br:10][CH2:11][CH2:12][CH2:13][CH2:14][O:9][CH2:8][C:6]([O:5][CH2:4][CH3:3])=[O:7] |f:0.1|. Reported procedure: Sodium hydride (9.0 g., 0.375 mole) is suspended in 1,2-dimethoxyethane. The mixture is stirred and cooled in an ice bath while ethyl glycollate (39.0 g., 0.375 mole) is added dropwise during one hour. 1,4-Dibromobutane (108 g., 0.5 mole) is added all at once to the resulting thick suspension. The mixture is warmed gently to initiate a strongly exothermic reaction; then the mixture is heated 3 hours on the steam bath. The mixture is poured into cold water. The heavy oil layer is taken up in ethe... RXN SMILES: [CH3:1][O:2][CH2:3][C:4]([O:6][CH3:7])=[O:5].N1[CH:13]=[CH:12][CH:11]=[CH:10]C=1.Br[CH2:15][CH2:16][CH2:17][O:18][C:19]1[CH:24]=[CH:23][C:22]([C:25]2[CH:30]=[CH:29][CH:28]=[CH:27][CH:26]=2)=[CH:21][CH:20]=1.[I-].[Na+].[CH3:33][C:34](C)([O-:36])[CH3:35].[K+].[CH2:39]1COCC1>C(OCC)(=O)C.CN(C)C=O.O.[Pd]>[CH3:7][O:6][C:4](=[O:5])[C:3]([O:2][CH3:1])=[CH:10][C:11]1[CH:39]=[CH:35][C:34]([O:36][CH2:15][CH2:16][CH2:17][O:18][C:19]2[CH:24]=[CH:23][C:22]([C:25]3[CH:30]=[CH:29][CH:28]=[CH:27][CH:26]=3)=[CH:21][CH:20]=2)=[CH:33][C:12]=1[CH3:13] |f:3.4,5.6|. Reagents/catalysts: [Pd] (Palladium). Run in C(C)(=O)OCC (ethyl acetate), CN(C=O)C (dimethylformamide), O (water). Yields the product COC(C(=CC1=C(C=C(C=C1)OCCCOC1=CC=C(C=C1)C1=CC=CC=C1)C)OC)=O (3-{4-[3-(Biphenyl-4-yloxy)-propoxy]-2-methyl-phenyl}-2-methoxy-acrylic acid methyl ester). Reported procedure: Methyl 2-methoxyacetate (0.450 mL, 4.53 mmol) was added to a solution of NaHDMS (4.74 mmol) in 40 mL of THF cooled to −78° C. The mixture was stirred at −78° C. for 30 min and then a solution of 2-Methyl-4-trisopropylsilanyloxy-benzaldehyde (1.26 g, 4.3 mmol) in 20 mL of THF was added dropwise. The solution was allowed to warm to 0° C. and stirred for 2.5 hours. The mixture was quenched with HCl 1N (50 mL) at 0° C., extracted with dichloromethane (3×40 mL), dried (MgSO4) and concentrated under v... Starting materials: 2-Methyl-4-trisopropylsilanyloxy-benzaldehyde, C1CCOC1 (THF), BrCCCOC1=CC=C(C=C1)C1=CC=CC=C1 (4-(3-Bromo-propoxy)-biphenyl), [I-].[Na+] (sodium iodide), CC(C)([O-])C.[K+] (potassium tert-butoxide), N,N-dimethylaminopyridine, N1=CC=CC=C1 (pyridine), COCC(=O)OC (Methyl 2-methoxyacetate), C1CCOC1 (THF). Reaction conditions: temperature -78 celsius, time 30 minute. The reactants are C(C)(C)(C)OC(=O)C1C(NC2=C(CC1)C=CC(=C2)OC)=O (3-tert-butoxycarbonyl-8-methoxy-2,3,4,5-tetrahydro-1H-1-benzazepine-2-one), FC=1C=C(CBr)C=CC1 (3-fluorobenzyl bromide), C(=O)([O-])[O-].[Cs+].[Cs+] (Cs2CO3). The solvent is C(C)#N (acetonitrile). Reaction conditions: time 16 hour. The product is C(C)(C)(C)OC(=O)C1C(N(C2=C(CC1)C=CC(=C2)OC)CC2=CC(=CC=C2)F)=O (3(R,S)-tert-Butoxycarbonyl-1-(3-fluorobenzyl)-8-methoxy-2,3,4,5-tetrahydro-1H-1-benzazepine-2-one). Isolated yield 76.6%. RXN SMILES: [C:1]([O:5][C:6]([CH:8]1[CH2:14][CH2:13][C:12]2[CH:15]=[CH:16][C:17]([O:19][CH3:20])=[CH:18][C:11]=2[NH:10][C:9]1=[O:21])=[O:7])([CH3:4])([CH3:3])[CH3:2].[F:22][C:23]1[CH:24]=[C:25]([CH:28]=[CH:29][CH:30]=1)[CH2:26]Br.C([O-])([O-])=O.[Cs+].[Cs+]>C(#N)C>[C:1]([O:5][C:6]([CH:8]1[CH2:14][CH2:13][C:12]2[CH:15]=[CH:16][C:17]([O:19][CH3:20])=[CH:18][C:11]=2[N:10]([CH2:26][C:25]2[CH:28]=[CH:29][CH:30]=[C:23]([F:22])[CH:24]=2)[C:9]1=[O:21])=[O:7])([CH3:4])([CH3:3])[CH3:2] |f:2.3.4|. Reported procedure: A suspension of 3-tert-butoxycarbonyl-8-methoxy-2,3,4,5-tetrahydro-1H-1-benzazepine-2-one (2.0 g, 6.86 mmol), 3-fluorobenzyl bromide (1.68 mL, 13.72 mmol) and Cs2CO3 (4.48 g, 13.72 mmol) in acetonitrile (20 mL) was stirred at room temperature for 16 hours. The reaction mixture was evaporated to dryness, the residue dissolved in water and extracted with DCM. The organic layer was washed with water, dried over Na2SO4, filtered and evaporated to dryness. Thus obtained crude product was purified by ... Starting materials: ClC=1C(=NC(=CC1C1=NN=C(O1)[C@](CC1=CC=CC=C1)(C)NC(OC(C)(C)C)=O)N(C[C@H]1[C@@H](C1)C)CCOC)NS(=O)(=O)C (tert-butyl (1R)-1-(5-{3-chloro-6-((2-methoxyethyl){[trans-2-methylcyclopropyl]methyl}amino)-2-[(methylsulfonyl)amino]pyridin-4-yl}-1,3,4-oxadiazol-2-yl)-1-methyl-2-phenylethylcarbamate), ClC=1C(=NC(=CC1C1=NN=C(O1)[C@](CC1=CC=CC=C1)(C)NC(OC(C)(C)C)=O)N(C[C@H]1[C@@H](C1)C)CCOC)NS(=O)(=O)C (tert-butyl (1R)-1-(5-{3-chloro-6-((2-methoxyethyl){[trans-2-methylcyclopropyl]methyl}amino)-2-[(methylsulfonyl)amino]pyridin-4-yl}-1,3,4-oxadiazol-2-yl)-1-methyl-2-phenylethylcarbamate), OCC1=NC=CC=C1 (2-(hydroxymethyl)pyridine), C1(=CC=CC=C1)P(C1=CC=CC=C1)C1=CC=CC=C1 (triphenylphosphine), N(=NC(=O)OC(C)C)C(=O)OC(C)C (diisopropyl azodicarboxylate). Run in C1(=CC=CC=C1)C (toluene). Run at time 8 hour. Yields the product ClC=1C(=NC(=CC1C1=NN=C(O1)[C@](CC1=CC=CC=C1)(C)NC(OC(C)(C)C)=O)N(C[C@H]1[C@@H](C1)C)CCOC)N(CC1=NC=CC=C1)S(=O)(=O)C (tert-butyl (1R)-1-(5-{3-chloro-6-((2-methoxyethyl){[trans-2-methylcyclopropyl]methyl}amino)-2[(methylsulfonyl)(pyridin-2-ylmethyl)amino]pyridin-4-yl}-1,3,4-oxadiazol-2-yl)-1-methyl-2-phenylethylcarbamate). Isolated yield 47.1%. As a reaction SMILES: [Cl:1][C:2]1[C:3]([NH:40][S:41]([CH3:44])(=[O:43])=[O:42])=[N:4][C:5]([N:30]([CH2:36][CH2:37][O:38][CH3:39])[CH2:31][C@@H:32]2[CH2:34][C@H:33]2[CH3:35])=[CH:6][C:7]=1[C:8]1[O:12][C:11]([C@@:13]([NH:22][C:23](=[O:29])[O:24][C:25]([CH3:28])([CH3:27])[CH3:26])([CH3:21])[CH2:14][C:15]2[CH:20]=[CH:19][CH:18]=[CH:17][CH:16]=2)=[N:10][N:9]=1.O[CH2:46][C:47]1[CH:52]=[CH:51][CH:50]=[CH:49][N:48]=1.C1(P(C2C=CC=CC=2)C2C=CC=CC=2)C=CC=CC=1.N(C(OC(C)C)=O)=NC(OC(C)C)=O>C1(C)C=CC=CC=1>[Cl:1][C:2]1[C:3]([N:40]([S:41]([CH3:44])(=[O:42])=[O:43])[CH2:46][C:47]2[CH:52]=[CH:51][CH:50]=[CH:49][N:48]=2)=[N:4][C:5]([N:30]([CH2:36][CH2:37][O:38][CH3:39])[CH2:31][C@@H:32]2[CH2:34][C@H:33]2[CH3:35])=[CH:6][C:7]=1[C:8]1[O:12][C:11]([C@@:13]([NH:22][C:23](=[O:29])[O:24][C:25]([CH3:26])([CH3:27])[CH3:28])([CH3:21])[CH2:14][C:15]2[CH:20]=[CH:19][CH:18]=[CH:17][CH:16]=2)=[N:10][N:9]=1. Procedure details: To a solution of tert-butyl (1R)-1-(5-{3-chloro-6-((2-methoxyethyl){[trans-2-methylcyclopropyl]methyl}amino)-2-[(methylsulfonyl)amino]pyridin-4-yl}-1,3,4-oxadiazol-2-yl)-1-methyl-2-phenylethylcarbamate (intermediate 8.4.2, 0.028 g, 0.043 mmol) in toluene (1 ml) at 0 oC was added 2-(hydroxymethyl)pyridine (0.004 ml, 0.043 mmol) and triphenylphosphine (0.011 g, 0.043 mmol) followed by diisopropyl azodicarboxylate (0.008 ml, 0.043 mmol). The ice bath was removed and the solution stirred at room tem... The reactants are COC=1C=CC(=CC1)P2(=S)SP(=S)(S2)C=3C=CC(=CC3)OC (Lawesson's reagent), C(C1=CC=CC=C1)OC=1C=C(C=C2C=C(NC12)C(=O)NNC(C(=O)OCC)=O)OC1=CC=C(C=C1)S(=O)(=O)C (Ethyl [2-({7-(benzyloxy)-5-[4-(methylsulfonyl)phenoxy]-1H-indol-2-yl}carbonyl)hydrazino](oxo)acetate), COC=1C=CC(=CC1)P2(=S)SP(=S)(S2)C=3C=CC(=CC3)OC (Lawesson's reagent). Solvent: O1CCCC1 (tetrahydrofuran). Reaction conditions: temperature 50 celsius, time 5 hour. The product is C(C1=CC=CC=C1)OC=1C=C(C=C2C=C(NC12)C1=NN=C(S1)C(=O)OCC)OC1=CC=C(C=C1)S(=O)(=O)C (Ethyl 5-{7-(benzyloxy)-5-[4-(methylsulfonyl)phenoxy]-1H-indol-2-yl}-1,3,4-thiadiazole-2-carboxylate). The yield is 74.1%. Reaction SMILES: [CH2:1]([O:8][C:9]1[CH:10]=[C:11]([O:29][C:30]2[CH:35]=[CH:34][C:33]([S:36]([CH3:39])(=[O:38])=[O:37])=[CH:32][CH:31]=2)[CH:12]=[C:13]2[C:17]=1[NH:16][C:15]([C:18]([NH:20][NH:21][C:22](=O)[C:23]([O:25][CH2:26][CH3:27])=[O:24])=O)=[CH:14]2)[C:2]1[CH:7]=[CH:6][CH:5]=[CH:4][CH:3]=1.COC1C=CC(P2(SP(C3C=CC(OC)=CC=3)(=S)S2)=[S:49])=CC=1>O1CCCC1>[CH2:1]([O:8][C:9]1[CH:10]=[C:11]([O:29][C:30]2[CH:35]=[CH:34][C:33]([S:36]([CH3:39])(=[O:37])=[O:38])=[CH:32][CH:31]=2)[CH:12]=[C:13]2[C:17]=1[NH:16][C:15]([C:18]1[S:49][C:22]([C:23]([O:25][CH2:26][CH3:27])=[O:24])=[N:21][N:20]=1)=[CH:14]2)[C:2]1[CH:3]=[CH:4][CH:5]=[CH:6][CH:7]=1. Reported procedure: Ethyl [2-({7-(benzyloxy)-5-[4-(methylsulfonyl)phenoxy]-1H-indol-2-yl}carbonyl)hydrazino](oxo)acetate (420 mg) was dissolved in tetrahydrofuran (15 mL), Lawesson's reagent (308 mg) was added, and the mixture was stirred at 50° C. for 5 hr. Lawesson's reagent (300 mg) was added again to the reaction solution, and the mixture was further stirred at 50° C. for 1 hr. The reaction solution was concentrated under reduced pressure. The residue was subjected to silica gel column chromatography (ethyl ace... Starting materials: FC1=C(C(=O)O)C=CC(=C1)[N+](=O)[O-] (2-fluoro-4-nitrobenzoic acid), S(=O)(Cl)Cl (thionyl chloride). Solvent: C(Cl)Cl (DCM). Reaction conditions: temperature 50 celsius, time 8 hour. Yields the product FC1=C(C(=O)Cl)C=CC(=C1)[N+](=O)[O-] (2-Fluoro-4-nitro-benzoyl chloride). Reaction SMILES: [F:1][C:2]1[CH:10]=[C:9]([N+:11]([O-:13])=[O:12])[CH:8]=[CH:7][C:3]=1[C:4](O)=[O:5].S(Cl)([Cl:16])=O>C(Cl)Cl>[F:1][C:2]1[CH:10]=[C:9]([N+:11]([O-:13])=[O:12])[CH:8]=[CH:7][C:3]=1[C:4]([Cl:16])=[O:5]. Reported procedure: To a solution of 2-fluoro-4-nitrobenzoic acid (5.0 g, 27.0 mmol) in 70 mL DCM is added thionyl chloride (12.1 mL, 162 mmol). The reaction mixture is stirred at 50° C. for 1.5 h and overnight at RT. The reaction mixture is concentrated in vacuo, the residue is taken up in fresh DCM and concentrated in vacuo again. Yield: 5.12 g.